Dataset: the Open Reaction Database (ORD), a public repository of structured organic reaction records. Task: describe an organic reaction: reactants, conditions, products, and yield The reactants are CSC=1N=NC2=C(N1)C(NC(=N2)C2=C(C=CC=C2)OCCC)=O (5,6-Dihydro-3-methylthio-5-oxo-7-(2-propoxyphenyl)pyrimido[5,4-e][1,2,4]triazine), N (ammonia). The product is NC=1N=NC2=C(N1)C(NC(=N2)C2=C(C=CC=C2)OCCC)=O (3-Amino-5,6-dihydro-5-oxo-7-(2-propoxyphenyl)pyrimido[5,4-e][1,2,4]triazine). As a reaction SMILES: CS[C:3]1[N:4]=[N:5][C:6]2[N:12]=[C:11]([C:13]3[CH:18]=[CH:17][CH:16]=[CH:15][C:14]=3[O:19][CH2:20][CH2:21][CH3:22])[NH:10][C:9](=[O:23])[C:7]=2[N:8]=1.[NH3:24]>>[NH2:24][C:3]1[N:4]=[N:5][C:6]2[N:12]=[C:11]([C:13]3[CH:18]=[CH:17][CH:16]=[CH:15][C:14]=3[O:19][CH2:20][CH2:21][CH3:22])[NH:10][C:9](=[O:23])[C:7]=2[N:8]=1. Procedure: 5,6-Dihydro-3-methylthio-5-oxo-7-(2-propoxyphenyl)pyrimido[5,4-e][1,2,4]triazine (0.7 g) was heated for 30 hours with ethanolic ammonia (50 ml) at 100° C. in a pressure vessel. The cooled mixture was filtered to give the crude product (0.21 g) which was recrystallised from ethanol to give the pure title compound, m.p. 322°-325° C.